Task: describe an organic reaction: reactants, conditions, products, and yield. Dataset: the Open Reaction Database (ORD), a public repository of structured organic reaction records Starting materials: [N+](=O)([O-])C=1C=C(C(=CC1)C1=CC=C(C=C1)[N+](=O)[O-])N (4,4'-dinitro-2-biphenylamine), C(C1=CC=CC=C1)(=O)Cl (benzoyl chloride). Reagents/catalysts: CN(C)C1=CC=NC=C1 (4-dimethylamine pyridine). Run in CN1C(CCC1)=O (N-methyl-2-pyrrolidinone). The product is C(C1=CC=CC=C1)(=O)N=C1C(=CC=C(C1)[N+](=O)[O-])C1=CC=C(C=C1)[N+](=O)[O-] (2-(N-benzoylimino)-4,4'-dinitrobiphenyl). Reaction SMILES: [N+:1]([C:4]1[CH:5]=[C:6]([NH2:19])[C:7]([C:10]2[CH:15]=[CH:14][C:13]([N+:16]([O-:18])=[O:17])=[CH:12][CH:11]=2)=[CH:8][CH:9]=1)([O-:3])=[O:2].[C:20](Cl)(=[O:27])[C:21]1[CH:26]=[CH:25][CH:24]=[CH:23][CH:22]=1>CN(C1C=CN=CC=1)C.CN1CCCC1=O>[C:20]([N:19]=[C:6]1[CH2:5][C:4]([N+:1]([O-:3])=[O:2])=[CH:9][CH:8]=[C:7]1[C:10]1[CH:11]=[CH:12][C:13]([N+:16]([O-:18])=[O:17])=[CH:14][CH:15]=1)(=[O:27])[C:21]1[CH:26]=[CH:25][CH:24]=[CH:23][CH:22]=1. Reported procedure: In the first step, 4,4'-dinitro-2-biphenylamine is reacted with benzoyl chloride in the presence of 4-dimethylamine pyridine in N-methyl-2-pyrrolidinone (NMP) to give 2-(N-benzoylimino)-4,4'-dinitrobiphenyl. The hydrogenation of the latter in N,N-dimethylacetamide (DMAc) at room temperature with 10% Pd/C as a catalyst provides the desired 2-(N-benzoylimino)-4,4'-diaminobiphenyl. Reactants: COc1cc(N2CCC(N3CCN(CCS(C)(=O)=O)CC3)CC2)ccc1N, CC(C)O, O=C(Nc1c(F)cccc1F)c1cccc(-c2nc3ccccn3c2-c2ccnc(Cl)n2)c1, Cc1ccc(S(=O)(=O)O)cc1. Yields the product COc1cc(N2CCC(N3CCN(CCS(C)(=O)=O)CC3)CC2)ccc1Nc1nccc(-c2c(-c3cccc(C(=O)Nc4c(F)cccc4F)c3)nc3ccccn23)n1. RXN SMILES: [CH3:34][O:35][c:36]1[c:37]([NH2:38])[cH:39][cH:40][c:41]([N:43]2[CH2:44][CH2:45][CH:46]([N:49]3[CH2:50][CH2:51][N:52]([CH2:55][CH2:56][S:57](=[O:58])(=[O:59])[CH3:60])[CH2:53][CH2:54]3)[CH2:47][CH2:48]2)[cH:42]1.[CH:72]([OH:73])([CH3:74])[CH3:75].[Cl:1][c:2]1[n:3][cH:4][cH:5][c:6](-[c:8]2[c:9](-[c:17]3[cH:18][c:19]([C:20](=[O:21])[NH:22][c:23]4[c:24]([F:30])[cH:25][cH:26][cH:27][c:28]4[F:29])[cH:31][cH:32][cH:33]3)[n:10][c:11]3[n:12]2[cH:13][cH:14][cH:15][cH:16]3)[n:7]1.[c:61]1([CH3:62])[cH:63][cH:64][c:65]([S:66]([OH:67])(=[O:68])=[O:69])[cH:70][cH:71]1>>[c:2]1([NH:38][c:37]2[c:36]([O:35][CH3:34])[cH:42][c:41]([N:43]3[CH2:44][CH2:45][CH:46]([N:49]4[CH2:50][CH2:51][N:52]([CH2:55][CH2:56][S:57](=[O:58])(=[O:59])[CH3:60])[CH2:53][CH2:54]4)[CH2:47][CH2:48]3)[cH:40][cH:39]2)[n:3][cH:4][cH:5][c:6](-[c:8]2[c:9](-[c:17]3[cH:18][c:19]([C:20](=[O:21])[NH:22][c:23]4[c:24]([F:30])[cH:25][cH:26][cH:27][c:28]4[F:29])[cH:31][cH:32][cH:33]3)[n:10][c:11]3[n:12]2[cH:13][cH:14][cH:15][cH:16]3)[n:7]1. The reactants are CN(C)CCC(c1ccc(C(=O)O)cc1)c1ncc[nH]1, CCO, NN, O. The product is CN(C)CCC(c1ccc(C(=O)NN)cc1)c1ncc[nH]1. RXN SMILES: [CH3:1][N:2]([CH3:3])[CH2:4][CH2:5][CH:6]([c:7]1[nH:8][cH:9][cH:10][n:11]1)[c:12]1[cH:13][cH:14][c:15]([C:16](=[O:17])[OH:18])[cH:19][cH:20]1.[CH3:24][CH2:25][OH:26].[NH2:22][NH2:23].[OH2:21]>>[CH3:1][N:2]([CH3:3])[CH2:4][CH2:5][CH:6]([c:7]1[nH:8][cH:9][cH:10][n:11]1)[c:12]1[cH:13][cH:14][c:15]([C:16](=[O:17])[NH:22][NH2:23])[cH:19][cH:20]1.